Dataset: the Open Reaction Database (ORD), a public repository of structured organic reaction records. Task: describe an organic reaction: reactants, conditions, products, and yield The reactants are CC(=O)Nc1ccc2oc(-c3ccccc3)c(O)c(=O)c2c1, CCO, Cl, N. Yields the product Nc1ccc2oc(-c3ccccc3)c(O)c(=O)c2c1. Reaction SMILES: [C:2](=[O:3])([CH3:4])[NH:5][c:6]1[cH:7][c:8]2[c:9](=[O:23])[c:10]([OH:22])[c:11](-[c:16]3[cH:17][cH:18][cH:19][cH:20][cH:21]3)[o:12][c:13]2[cH:14][cH:15]1.[CH3:25][CH2:26][OH:27].[ClH:1].[NH3:24]>>[NH2:5][c:6]1[cH:7][c:8]2[c:9](=[O:23])[c:10]([OH:22])[c:11](-[c:16]3[cH:17][cH:18][cH:19][cH:20][cH:21]3)[o:12][c:13]2[cH:14][cH:15]1. The reactants are CC1=C(C=C(C=C1)C1=NOC(=N1)C1CN(C1)C(=O)OC(C)(C)C)[N+](=O)[O-] (tert-butyl 3-(3-(4-methyl-3-nitrophenyl)-1,2,4-oxadiazol-5-yl)azetidine-1-carboxylate), Cl (HCl). The solvent is C(C)#N (acetonitrile), O1CCOCC1 (dioxane). Product: Cl.N1CC(C1)C1=NC(=NO1)C1=CC(=C(C=C1)C)[N+](=O)[O-] (5-(azetidin-3-yl)-3-(4-methyl-3-nitrophenyl)-1,2,4-oxadiazole hydrochloride). Reaction SMILES: [CH3:1][C:2]1[CH:7]=[CH:6][C:5]([C:8]2[N:12]=[C:11]([CH:13]3[CH2:16][N:15](C(OC(C)(C)C)=O)[CH2:14]3)[O:10][N:9]=2)=[CH:4][C:3]=1[N+:24]([O-:26])=[O:25].[ClH:27]>C(#N)C.O1CCOCC1>[ClH:27].[NH:15]1[CH2:14][CH:13]([C:11]2[O:10][N:9]=[C:8]([C:5]3[CH:6]=[CH:7][C:2]([CH3:1])=[C:3]([N+:24]([O-:26])=[O:25])[CH:4]=3)[N:12]=2)[CH2:16]1 |f:4.5|. Procedure details: To stirring suspension of tert-butyl 3-(3-(4-methyl-3-nitrophenyl)-1,2,4-oxadiazol-5-yl)azetidine-1-carboxylate (28) (1 g, 2.78 mmol) in acetonitrile (2 mL) was added 4 N HCl in dioxane (5 mL). The reaction was stirred at room temperature for 1 hour. The solvent was concentrated and the crude product was dried under high vacuum to yield 5-(azetidin-3-yl)-3-(4-methyl-3-nitrophenyl)-1,2,4-oxadiazole hydrochloride (29). MS m/z 261.4 (M+1)+.